From a dataset of the Open Reaction Database (ORD), a public repository of structured organic reaction records. describe an organic reaction: reactants, conditions, products, and yield Starting materials: CS(=O)C (DMSO), BrC1=CC=CC(=N1)NC1=NC=CC(=N1)C(F)(F)F (N-(6-Bromopyridin-2-yl)-4-(trifluoromethyl)pyrimidin-2-amine), N1N=CC(=C1)CCC(=O)OCC (ethyl 3-(1H-pyrazol-4-yl)propanoate), [O-]P(=O)([O-])[O-].[K+].[K+].[K+] (potassium phosphate tribasic), CS(=O)C (DMSO). Run at temperature 130 celsius, time 4 hour. Product: FC(C1=CC(=NC=C1)NC1=CC=CC(=N1)N1N=CC(=C1)CCC(=O)O)(F)F (3-(1-(6-((4-(trifluoromethyl)pyridin-2-yl)amino)pyridin-2-yl)-1H-pyrazol-4-yl)propanoic acid). Reaction SMILES: Br[C:2]1[N:7]=[C:6]([NH:8][C:9]2N=[C:13]([C:15]([F:18])([F:17])[F:16])[CH:12]=[CH:11][N:10]=2)[CH:5]=[CH:4][CH:3]=1.[NH:19]1[CH:23]=[C:22]([CH2:24][CH2:25][C:26]([O:28]CC)=[O:27])[CH:21]=[N:20]1.[O-]P([O-])([O-])=O.[K+].[K+].[K+].[CH3:39]S(C)=O>>[F:18][C:15]([F:16])([F:17])[C:13]1[CH:12]=[CH:11][N:10]=[C:9]([NH:8][C:6]2[N:7]=[C:2]([N:20]3[CH:21]=[C:22]([CH2:24][CH2:25][C:26]([OH:28])=[O:27])[CH:23]=[N:19]3)[CH:3]=[CH:4][CH:5]=2)[CH:39]=1 |f:2.3.4.5|. Procedure: N-(6-Bromopyridin-2-yl)-4-(trifluoromethyl)pyrimidin-2-amine (0.015 g, 0.047 mmol), ethyl 3-(1H-pyrazol-4-yl)propanoate (0.008 g, 0.047 mmol), potassium phosphate tribasic (0.030 g, 0.14 mmol), and DMSO (0.48 mL) were added to a microwave vial. The reaction tube was sealed and heated to 130° C. for 12 hours. The completed reaction was diluted DMSO (0.5 mL) and passed through a syringe filtered where the eluent was collected and concentrated under reduced pressure. The residue was taken up in dic... As a reaction SMILES: [CH2:1]1[O:2][c:3]2[cH:4][c:5]([O:6][c:7]3[cH:8][cH:9][c:10]([CH:11]=[O:12])[cH:13][cH:14]3)[cH:15][cH:16][c:17]2[O:18]1.[CH3:26][C:27](=[O:28])[O-:29].[CH3:30][CH2:31][OH:32].[ClH:19].[NH2:20][NH:21][C:22](=[O:23])[NH2:24].[Na+:25].[OH2:33]>>[CH2:1]1[O:2][c:3]2[cH:4][c:5]([O:6][c:7]3[cH:8][cH:9][c:10]([CH:11]=[N:20][NH:21][C:22](=[O:23])[NH2:24])[cH:13][cH:14]3)[cH:15][cH:16][c:17]2[O:18]1. Reactants: O=Cc1ccc(Oc2ccc3c(c2)OCO3)cc1, CC(=O)[O-], CCO, Cl, NNC(N)=O, [Na+], O. Yields the product NC(=O)NN=Cc1ccc(Oc2ccc3c(c2)OCO3)cc1. Reactants: ClC1=CC(=C(NC2=NC=NC3=CC(=C(C=C23)OC)OCC(OC)OC)C=C1)F (4-(4-chloro-2-fluoroanilino)-7-(2,2-dimethoxyethoxy)-6-methoxyquinazoline), C(=O)(C(F)(F)F)O (TFA), C(C)(=O)O (acetic acid), C(#N)[BH3-].[Na+] (sodium cyanoborohydride), C1(CCCC1)N (cyclopentylamine), 3A. Solvent: O (water), O (water). Run at time 3 hour. The product is ClC1=CC=C(N(C2(NC=NC3=CC(=CC=C23)OCCNC2CCCC2)OC)F)C=C1 (4-(4-chloro-fluoroanilino)-7-(2-cyclopentylaminoethoxy)4 methoxyquinazoline). Isolated yield 36.0%. RXN SMILES: [Cl:1][C:2]1[CH:27]=[CH:26][C:5]([NH:6][C:7]2[C:16]3[C:11](=[CH:12][C:13]([O:19][CH2:20][CH:21](OC)OC)=[C:14](OC)[CH:15]=3)[N:10]=[CH:9][N:8]=2)=[C:4](F)[CH:3]=1.C(O)(C(F)(F)[F:32])=O.[CH:36]1([NH2:41])[CH2:40][CH2:39][CH2:38][CH2:37]1.[C:42]([OH:45])(=O)C.C([BH3-])#N.[Na+]>O>[Cl:1][C:2]1[CH:3]=[CH:4][C:5]([N:6]([F:32])[C:7]2([O:45][CH3:42])[C:16]3[C:11](=[CH:12][C:13]([O:19][CH2:20][CH2:21][NH:41][CH:36]4[CH2:40][CH2:39][CH2:38][CH2:37]4)=[CH:14][CH:15]=3)[N:10]=[CH:9][NH:8]2)=[CH:26][CH:27]=1 |f:4.5|. Procedure details: A mixture of 4-(4-chloro-2-fluoroanilino)-7-(2,2-dimethoxyethoxy)-6-methoxyquinazoline (210 mg, 0.52 mmol), water (5 ml) and TFA (5 ml) was stirred at ambient temperature for 3 hours then heated at 60° C. for 1 hour. The solution was allowed to cool, then diluted with water and the resulting precipitate was collected by filtration and dried. The solid was dissolved in methanol (10 ml) and cyclopentylamine (0.057 ml, 0.57 mmol) and dried 3A molecular sieves (2.5 g) were added. The mixture was sti... Reactants: O (water), BrC=1C=CC2=C(C=C(CCN2)C(=O)OC)C1 (methyl 7-bromo-2,3-dihydro-1-benzazepine-4-carboxylate), COC1=C(C=O)C=CC=C1 (2-methoxybenzaldehyde), C(C)(=O)O[BH-](OC(C)=O)OC(C)=O.[Na+] (sodium triacetoxyborohydride). Solvent: ClCCCl (1,2-dichloroethane), C(C)(=O)OCC (ethyl acetate). Reaction conditions: time 1 day. Yields the product BrC=1C=CC2=C(C=C(CCN2CC2=C(C=CC=C2)OC)C(=O)OC)C1 (methyl 7-bromo-1-(2-methoxybenzyl)-2,3-dihydro-1-benzazepine-4-carboxylate). Yield: 75.7%. As a reaction SMILES: [Br:1][C:2]1[CH:3]=[CH:4][C:5]2[NH:11][CH2:10][CH2:9][C:8]([C:12]([O:14][CH3:15])=[O:13])=[CH:7][C:6]=2[CH:16]=1.[CH3:17][O:18][C:19]1[CH:26]=[CH:25][CH:24]=[CH:23][C:20]=1[CH:21]=O.C(O[BH-](OC(=O)C)OC(=O)C)(=O)C.[Na+].O>ClCCCl.C(OCC)(=O)C>[Br:1][C:2]1[CH:3]=[CH:4][C:5]2[N:11]([CH2:21][C:20]3[CH:23]=[CH:24][CH:25]=[CH:26][C:19]=3[O:18][CH3:17])[CH2:10][CH2:9][C:8]([C:12]([O:14][CH3:15])=[O:13])=[CH:7][C:6]=2[CH:16]=1 |f:2.3|. Procedure: To a solution of methyl 7-bromo-2,3-dihydro-1-benzazepine-4-carboxylate (1.5 g) and 2-methoxybenzaldehyde (3.62 g) in 1,2-dichloroethane (50 ml) was added sodium triacetoxyborohydride (2.82 g), and the mixture was stirred under nitrogen atmosphere at room temperature for 1 day. Then, water was added to the mixture, and the mixture was extracted-with ethyl acetate. The organic layer was washed with saturated brine and dried with magnesium sulfate. The solvent was evaporated under reduced pressure... Starting materials: COC1=CC=C(C=C1C(=O)O)C(=O)N (6-methoxyisophthalamic acid), ClC1=C(N)C=CC=C1 (2-chloroaniline). Reaction SMILES: [CH3:1][O:2][C:3]1[C:8]([C:9]([OH:11])=O)=[CH:7][C:6]([C:12]([NH2:14])=[O:13])=[CH:5][CH:4]=1.[Cl:15][C:16]1[CH:22]=[CH:21][CH:20]=[CH:19][C:17]=1[NH2:18]>>[Cl:15][C:16]1[CH:22]=[CH:21][CH:20]=[CH:19][C:17]=1[NH:18][C:9](=[O:11])[C:8]1[CH:7]=[C:6]([CH:5]=[CH:4][C:3]=1[O:2][CH3:1])[C:12]([NH2:14])=[O:13]. Yields the product ClC1=C(C=CC=C1)NC(C=1C=C(C(=O)N)C=CC1OC)=O (3-N-(2-chlorophenyl)-4-methoxyisophthalamide). Procedure: The captioned compound was synthesized from 6-methoxyisophthalamic acid and 2-chloroaniline by the same procedure as in the manufacturing method described in step C of Example 1-3-1. The reactants are O (water), CC=1C(=CC2=C(NC(C3=C(N2)N=CC=C3)=O)C1)C (6,11-dihydro-8,9-dimethyl-5H-pyrido[2,3-b][1,5]benzodiazepin-5-one), CI (methyl iodide), [OH-].[Na+] (NaOH). Run in CS(=O)C (dimethylsulfoxide). Conditions: time 8 hour. The product is CN1C(C2=C(NC3=C1C=C(C(=C3)C)C)N=CC=C2)=O (6,11-Dihydro-6,8,9-trimethyl-5H-pyrido[2,3-b][1,5]benzodiazepin-5-one). Reaction SMILES: [CH3:1][C:2]1[C:3]([CH3:18])=[CH:4][C:5]2[NH:11][C:10]3[N:12]=[CH:13][CH:14]=[CH:15][C:9]=3[C:8](=[O:16])[NH:7][C:6]=2[CH:17]=1.[OH-].[Na+].[CH3:21]I.O>CS(C)=O>[CH3:21][N:7]1[C:6]2[CH:17]=[C:2]([CH3:1])[C:3]([CH3:18])=[CH:4][C:5]=2[NH:11][C:10]2[N:12]=[CH:13][CH:14]=[CH:15][C:9]=2[C:8]1=[O:16] |f:1.2|. Procedure details: To a stirred suspension of 4.55 g (0.019mol) of 6,11-dihydro-8,9-dimethyl-5H-pyrido[2,3-b][1,5]benzodiazepin-5-one in 40 ml of dimethylsulfoxide was added 3.0 ml of a 30% NaOH solution (0.022 mol). After two hours at room temperature 5.0 ml (0.08 mol) of methyl iodide was added and the mixture stirred at room temperature overnight. It was then poured into water, the resulting precipitate collected, washed, dried and crystallized from ethanol to yield 3.3 g (69% of theory) of a crystallized solid... Reactants: C(C)(=O)NC1=C(C=C(C(=C1)F)C)CCCC(=O)O (4-(2 -acetylamino-4-fluoro-5-methylphenyl)butanoic acid), Cl (hydrochloric acid), C(C)(C)OC(C)C (isopropyl ether), S(=O)(Cl)Cl (thionyl chloride), [Cl-].[Al+3].[Cl-].[Cl-] (aluminum chloride). Run in C(Cl)Cl (methylene chloride). Run at time 15 minute. Yields the product C(C)(=O)NC1=C2CCCC(C2=C(C(=C1)F)C)=O (5 -acetylamino-7-fluoro-8-methyl-l-tetralone). Yield: 75.4%. RXN SMILES: [C:1]([NH:4][C:5]1[CH:10]=[C:9]([F:11])[C:8]([CH3:12])=[CH:7][C:6]=1[CH2:13][CH2:14][CH2:15][C:16]([OH:18])=O)(=[O:3])[CH3:2].S(Cl)(Cl)=O.[Cl-].[Al+3].[Cl-].[Cl-].Cl.C(OC(C)C)(C)C>C(Cl)Cl>[C:1]([NH:4][C:5]1[CH:10]=[C:9]([F:11])[C:8]([CH3:12])=[C:7]2[C:6]=1[CH2:13][CH2:14][CH2:15][C:16]2=[O:18])(=[O:3])[CH3:2] |f:2.3.4.5|. Procedure: In 50 ml of methylene chloride, 5.0 g of 4-(2 -acetylamino-4-fluoro-5-methylphenyl)butanoic acid was suspended. To the suspension, 4.3 ml of thionyl chloride was added dropwise over 2 minutes at an internal temperature of 3° to 4° C., followed by stirring at the same temperature for 15 minutes and then at room temperature for 45 minutes. To the resulting mixture, 6.6 g of aluminum chloride were added over 5 minutes at an internal temperature of 4° to 6° C., followed by stirring for one hour at t...